This data is from the Open Reaction Database (ORD), a public repository of structured organic reaction records. The task is: describe an organic reaction: reactants, conditions, products, and yield Starting materials: ClCCl, O=C(Cl)c1ccc(Cl)c(Cl)c1, [Na+], [OH-], NCCCn1cncn1. Yields the product O=C(NCCCn1cncn1)c1ccc(Cl)c(Cl)c1. Reaction SMILES: [CH2:23]([Cl:24])[Cl:25].[Cl:12][c:13]1[cH:14][c:15]([C:16](=[O:17])[Cl:18])[cH:19][cH:20][c:21]1[Cl:22].[Na+:11].[OH-:10].[n:1]1([CH2:6][CH2:7][CH2:8][NH2:9])[n:2][cH:3][n:4][cH:5]1>>[n:1]1([CH2:6][CH2:7][CH2:8][NH:9][C:16]([c:15]2[cH:14][c:13]([Cl:12])[c:21]([Cl:22])[cH:20][cH:19]2)=[O:17])[n:2][cH:3][n:4][cH:5]1.